This data is from the Open Reaction Database (ORD), a public repository of structured organic reaction records. The task is: describe an organic reaction: reactants, conditions, products, and yield The reactants are C(C)(C)(C)C1=CC=C(C=C1)C (tert-butyl-4-methylbenzene), OS(=O)(=O)O (H2SO4), [N+](=O)(O)[O-] (HNO3). Solvent: O (H2O). Product: C(C)(C)(C)C1=CC(=C(C=C1)C)[N+](=O)[O-] (4-tert-Butyl-1-methyl-2-nitrobenzene). RXN SMILES: [C:1]([C:5]1[CH:10]=[CH:9][C:8]([CH3:11])=[CH:7][CH:6]=1)([CH3:4])([CH3:3])[CH3:2].OS(O)(=O)=O.[N+:17]([O-])([OH:19])=[O:18]>O>[C:1]([C:5]1[CH:6]=[CH:7][C:8]([CH3:11])=[C:9]([N+:17]([O-:19])=[O:18])[CH:10]=1)([CH3:4])([CH3:3])[CH3:2]. Procedure: Nitration was performed as described in General Method 12 using tert-butyl-4-methylbenzene (25 g), concentrated H2SO4 (92 g), 70% HNO3 (82 g), and H2O (25 g). The crude product was purified via distillation under vacuum. Reactants: CCOC(=O)N=C=O, CCN(CC)c1ccc(-c2nc(-c3cc(OC)c(O)c(OC)c3)[nH]c2-c2ccc(N(CC)CC)cc2)cc1, CO, ClC(Cl)Cl. Yields the product CCOC(=O)NC(=O)n1c(-c2cc(OC)c(O)c(OC)c2)nc(-c2ccc(N(CC)CC)cc2)c1-c1ccc(N(CC)CC)cc1. Reaction SMILES: [CH2:39]([CH3:40])[O:41][C:42](=[O:43])[N:44]=[C:45]=[O:46].[CH3:1][O:2][c:3]1[cH:4][c:5](-[c:12]2[nH:13][c:14](-[c:28]3[cH:29][cH:30][c:31]([N:34]([CH2:35][CH3:36])[CH2:37][CH3:38])[cH:32][cH:33]3)[c:15](-[c:17]3[cH:18][cH:19][c:20]([N:23]([CH2:24][CH3:25])[CH2:26][CH3:27])[cH:21][cH:22]3)[n:16]2)[cH:6][c:7]([O:10][CH3:11])[c:8]1[OH:9].[CH3:47][OH:48].[CH:49]([Cl:50])([Cl:51])[Cl:52]>>[CH3:1][O:2][c:3]1[cH:4][c:5](-[c:12]2[n:13]([C:45]([NH:44][C:42]([O:41][CH2:39][CH3:40])=[O:43])=[O:46])[c:14](-[c:28]3[cH:29][cH:30][c:31]([N:34]([CH2:35][CH3:36])[CH2:37][CH3:38])[cH:32][cH:33]3)[c:15](-[c:17]3[cH:18][cH:19][c:20]([N:23]([CH2:24][CH3:25])[CH2:26][CH3:27])[cH:21][cH:22]3)[n:16]2)[cH:6][c:7]([O:10][CH3:11])[c:8]1[OH:9]. The product is O=C(NCC1(C(=O)O)CCCCC1)c1ccccc1. Reaction SMILES: [C:1]([c:2]1[cH:3][cH:4][cH:5][cH:6][cH:7]1)(=[O:8])[NH:9][CH2:10][C:11]1([C:17](=[O:18])[O:19][CH2:20][CH3:21])[CH2:12][CH2:13][CH2:14][CH2:15][CH2:16]1.[CH3:25][CH2:26][OH:27].[K+:23].[OH-:22].[OH2:24]>>[C:1]([c:2]1[cH:3][cH:4][cH:5][cH:6][cH:7]1)(=[O:8])[NH:9][CH2:10][C:11]1([C:17](=[O:18])[OH:19])[CH2:12][CH2:13][CH2:14][CH2:15][CH2:16]1. The reactants are CCOC(=O)C1(CNC(=O)c2ccccc2)CCCCC1, CCO, [K+], [OH-], O. Starting materials: C(#N)C(C(C(=O)Cl)C)(C1=CC=CC=C1)C1=CC=CC=C1 (3-cyano-3,3-diphenyl-2-methylpropionyl chloride), C(C)(C)NC(C)C (diisopropylamine), C(#N)C(C(C(=O)N(C)C)CC)(C1=CC=CC=C1)C1=CC=CC=C1 (3-cyano-3,3-diphenyl-2-ethyl-N,N-dimethyl-propanamide). Run in O (water). Conditions: time 8 hour. Product: C(#N)C(C(C(=O)N(C(C)C)C(C)C)C)(C1=CC=CC=C1)C1=CC=CC=C1 (3-Cyano-3,3-diphenyl-2-methyl-N,N-diisopropyl-propanamide). RXN SMILES: [C:1]([C:3]([C:15]1[CH:20]=[CH:19][CH:18]=[CH:17][CH:16]=1)([C:9]1[CH:14]=[CH:13][CH:12]=[CH:11][CH:10]=1)[CH:4]([CH3:8])[C:5](Cl)=[O:6])#[N:2].[CH:21]([NH:24][CH:25]([CH3:27])[CH3:26])([CH3:23])[CH3:22].C(C(C1C=CC=CC=1)(C1C=CC=CC=1)C(CC)C(N(C)C)=O)#N>O>[C:1]([C:3]([C:15]1[CH:20]=[CH:19][CH:18]=[CH:17][CH:16]=1)([C:9]1[CH:14]=[CH:13][CH:12]=[CH:11][CH:10]=1)[CH:4]([CH3:8])[C:5]([N:24]([CH:25]([CH3:27])[CH3:26])[CH:21]([CH3:23])[CH3:22])=[O:6])#[N:2]. Reported procedure: 0.1 Mol of 3-cyano-3,3-diphenyl-2-methylpropionyl chloride were added dropwise while cooling and stirring to 50 g (0.5 mol) of diisopropylamine. The mixture was left standing at room temperature overnight and heated at 40°-50° C. for 30 minutes. The mixture was poured into water and isolated as described above for the preparation of 3-cyano-3,3-diphenyl-2-ethyl-N,N-dimethyl-propanamide. The amide was crystallized from a mixture of toluen and ether. Yield: 25 g (50%), melting at 195°-205° C. Reactants: NC(=O)c1ccccc1O, O=CC(Cl)(Cl)Cl. Yields the product O=C1NC(C(Cl)(Cl)Cl)Oc2ccccc21. As a reaction SMILES: [NH2:1][C:2](=[O:3])[c:4]1[cH:5][cH:6][cH:7][cH:8][c:9]1[OH:10].[O:11]=[CH:12][C:13]([Cl:14])([Cl:15])[Cl:16]>>[NH:1]1[C:2](=[O:3])[c:4]2[cH:5][cH:6][cH:7][cH:8][c:9]2[O:10][CH:12]1[C:13]([Cl:14])([Cl:15])[Cl:16]. Starting materials: COC(=O)C1=CC2=C1C=C(C=C2)OC (5-methoxybenzocyclobutene-1-carboxylic acid methyl ester), [H-].[Al+3].[Li+].[H-].[H-].[H-] (lithium aluminium hydride), O (water), S(O)(O)(=O)=O (sulphuric acid), [H-].[Al+3].[Li+].[H-].[H-].[H-] (lithium aluminium hydride). Run in CCOCC (ether), CCOCC (ether). Reaction conditions: time 30 minute. The product is COC=1C=CC2=C(C(=C2)CO)C1 (5-methoxybenzocyclobutene-1-methanol). Reaction SMILES: C[O:2][C:3]([C:5]1[C:8]2[CH:9]=[C:10]([O:13][CH3:14])[CH:11]=[CH:12][C:7]=2[CH:6]=1)=O.[H-].[Al+3].[Li+].[H-].[H-].[H-].O.S(=O)(=O)(O)O>CCOCC>[CH3:14][O:13][C:10]1[CH:11]=[CH:12][C:7]2[CH:6]=[C:5]([CH2:3][OH:2])[C:8]=2[CH:9]=1 |f:1.2.3.4.5.6|. Reported procedure: Over a period of 30 minutes, while stirring, a solution of 1.92 g of 5-methoxybenzocyclobutene-1-carboxylic acid methyl ester in 30 ml of ether is added dropwise to a suspension of 0.21 g of lithium aluminium hydride in 30 ml of ether. The whole is stirred for 1 hour, a further 1.0 g of lithium aluminium hydride is added and stirring is carried out for a further 2 hours. 5 ml of water and, after a short time, 12.5 ml of 2N sulphuric acid are added dropwise thereto, stirring is carried out for 30... Yield: 82.0%. RXN SMILES: [CH3:1][O:2][C:3]([C:5]1[NH:6][C:7]2[C:12]([CH:13]=1)=[C:11]([CH2:14][CH2:15][CH:16]=O)[CH:10]=[C:9]([Cl:18])[CH:8]=2)=[O:4].[C:19]1([CH3:25])[CH:24]=CC=C[CH:20]=1>>[CH3:1][O:2][C:3]([C:5]1[NH:6][C:7]2[C:12]([CH:13]=1)=[C:11]([CH2:14][CH2:15][CH:16]=[CH:5][C:3]([O:4][C:19]([CH3:20])([CH3:24])[CH3:25])=[O:2])[CH:10]=[C:9]([Cl:18])[CH:8]=2)=[O:4]. The reactants are COC(=O)C=1NC2=CC(=CC(=C2C1)CCC=O)Cl (6-chloro-4-(3-oxopropyl)indole-2-carboxylic acid methyl ester), (tert-butoxycarbonylmethylene)triphenylenephosphorane, C1(=CC=CC=C1)C (toluene). Product: COC(=O)C=1NC2=CC(=CC(=C2C1)CCC=CC(=O)OC(C)(C)C)Cl (6-Chloro-4-(4-tert-butoxycarbonyl-3-butenyl)indole-2-carboxylic acid methyl ester). Procedure details: A mixture of 6-chloro-4-(3-oxopropyl)indole-2-carboxylic acid methyl ester (12.0 g, 45.2 mmol) and (tert-butoxycarbonylmethylene)triphenylenephosphorane (18.7 g, 49.7 mmol)in toluene (500 mL) was refluxed for 1 h and concentrated. The residue was purified by silica gel column chromatography with 5:1 hexane/toluene to give 12.21 g of the title compound (82%): 1H NMR (CDCl3) δ9.03 (bs, 1H), 7.29 (d, 1H, J=1.7 Hz), 7.20 (d, 1H, J=2.0 Hz), 6.95 (d, 1H, J=2.0 Hz), 6.92 (dt, 1H, J=15.5, 6.6 Hz), 5.80 ...